Task: describe an organic reaction: reactants, conditions, products, and yield. Dataset: the Open Reaction Database (ORD), a public repository of structured organic reaction records The reactants are NC(CC(=O)O)C1=CC=C(C=C1)Cl (3-amino-3-(4-chlorophenyl)propionic acid), CO (methanol). Run in C1CCOC1 (THF). Reaction conditions: temperature 0 celsius, time 30 minute. Product: NC(CCO)C1=CC=C(C=C1)Cl (3-amino-3-(4-chlorophenyl)propan-1-ol). Yield: 56.8%. RXN SMILES: [NH2:1][CH:2]([C:7]1[CH:12]=[CH:11][C:10]([Cl:13])=[CH:9][CH:8]=1)[CH2:3][C:4](O)=[O:5].CO>C1COCC1>[NH2:1][CH:2]([C:7]1[CH:8]=[CH:9][C:10]([Cl:13])=[CH:11][CH:12]=1)[CH2:3][CH2:4][OH:5]. Reported procedure: Borane-tetrahydrofuran complex (94.0 mL, 93.92 mmol) was added dropwise to a stirred suspension of 3-amino-3-(4-chlorophenyl)propionic acid (2.50 g, 12.52 mmol) in THF (75 mL) at 0° C. over a period of 20 minutes under nitrogen. The resulting suspension was stirred at 0° C. for 30 minutes then at 22° C. for 5 hours. The reaction mixture was added portionwise to methanol (500 mL). The mixture was concentrated, redissolved in methanol (250 mL) and reconcentrated (this process was repeated three ti... Reactants: ClCC(=O)NC(C(=O)O)O (N-Chloroacetyl-α-hydroxyglycine), S1C2=C(CC1)C=CC=C2 (2,3-dihydrobenzo(b)thiophen), S(O)(O)(=O)=O (sulphuric acid), C(C)(=O)O (acetic acid). Solvent: O (water). Yields the product ClCC(=O)NC(C(=O)O)C1=CC2=C(SCC2)C=C1 (α-chloroacetamido-2,3-dihydro-5-benzo(b)thienylacetic acid). Yield: 65.3%. Reaction SMILES: [Cl:1][CH2:2][C:3]([NH:5][CH:6](O)[C:7]([OH:9])=[O:8])=[O:4].S(=O)(=O)(O)O.C(O)(=O)C.[S:20]1[CH2:24][CH2:23][C:22]2[CH:25]=[CH:26][CH:27]=[CH:28][C:21]1=2>O>[Cl:1][CH2:2][C:3]([NH:5][CH:6]([C:26]1[CH:27]=[CH:28][C:21]2[S:20][CH2:24][CH2:23][C:22]=2[CH:25]=1)[C:7]([OH:9])=[O:8])=[O:4]. Procedure: N-Chloroacetyl-α-hydroxyglycine (6.5 g., 0.038 mole) was added to a cold, stirred mixture of concentrated sulphuric acid (1.5 ml.) and glacial acetic acid (15 ml.) followed, after five minutes, by the dropwise addition of 2,3-dihydrobenzo(b)thiophen (98%, 4.1 g., 0.03 mole). The reaction mixture was stirred at ambient temperature for five hours, then water (75 ml.) was added to the resulting suspension and the mixture thoroughly stirred. Filtration gave a solid which was washed successively with... Starting materials: C(C1=CC=CC=C1)OC1=CC=C(C=C1)N1C(N(C=2C1=NC=CC2C(F)(F)F)CC)=O (3-[4-(benzyloxy)phenyl]-1-ethyl-7-(trifluoromethyl)-1,3-dihydro-2H-imidazo[4,5-b]pyridin-2-one). The reagents and catalysts are [Pd] (palladium on carbon). Run in CO (MeOH), CCOC(=O)C (EtOAc). Conditions: time 4 hour. Yields the product C(C)N1C(N(C2=NC=CC(=C21)C(F)(F)F)C2=CC=C(C=C2)O)=O (1-ethyl-3-(4-hydroxyphenyl)-7-(trifluoromethyl)-1,3-dihydro-2H-imidazo[4,5-b]pyridin-2-one). Isolated yield 66.9%. Reaction SMILES: C([O:8][C:9]1[CH:14]=[CH:13][C:12]([N:15]2[C:19]3=[N:20][CH:21]=[CH:22][C:23]([C:24]([F:27])([F:26])[F:25])=[C:18]3[N:17]([CH2:28][CH3:29])[C:16]2=[O:30])=[CH:11][CH:10]=1)C1C=CC=CC=1>[Pd].CO.CCOC(C)=O>[CH2:28]([N:17]1[C:18]2[C:19](=[N:20][CH:21]=[CH:22][C:23]=2[C:24]([F:26])([F:25])[F:27])[N:15]([C:12]2[CH:13]=[CH:14][C:9]([OH:8])=[CH:10][CH:11]=2)[C:16]1=[O:30])[CH3:29]. Procedure details: A mixture of 3-[4-(benzyloxy)phenyl]-1-ethyl-7-(trifluoromethyl)-1,3-dihydro-2H-imidazo[4,5-b]pyridin-2-one (197 mg) and 10% palladium on carbon (50% wet, 68 mg) in MeOH (6.5 mL) and EtOAc (6.5 mL) was hydrogenated under balloon pressure at room temperature for 4 h. The solid was filtrated and washed with MeOH (10 mL) to remove the catalyst. The filtrate was concentrated in vacuo to give the title compound (103 mg). Reactants: CC(=O)O[BH-](OC(C)=O)OC(C)=O, O=C([O-])O, COCC(O)CNCc1ccccc1, CC#N, CC(=O)O, CN(c1cnc(C=O)c(Cl)n1)C1CCC1, [Na+], [Na+]. Product: COCC(O)CN(Cc1ccccc1)Cc1ncc(N(C)C2CCC2)nc1Cl. RXN SMILES: [C:30]([O:31][BH-:32]([O:33][C:34](=[O:35])[CH3:36])[O:37][C:38](=[O:39])[CH3:40])(=[O:41])[CH3:42].[C:44](=[O:45])([O-:46])[OH:47].[CH2:16]([c:17]1[cH:18][cH:19][cH:20][cH:21][cH:22]1)[NH:23][CH2:24][CH:25]([CH2:26][O:27][CH3:28])[OH:29].[CH3:49][C:50]#[N:51].[CH3:52][C:53](=[O:54])[OH:55].[Cl:1][c:2]1[c:3]([CH:14]=[O:15])[n:4][cH:5][c:6]([N:8]([CH3:9])[CH:10]2[CH2:11][CH2:12][CH2:13]2)[n:7]1.[Na+:43].[Na+:48]>>[Cl:1][c:2]1[c:3]([CH2:14][N:23]([CH2:16][c:17]2[cH:18][cH:19][cH:20][cH:21][cH:22]2)[CH2:24][CH:25]([CH2:26][O:27][CH3:28])[OH:29])[n:4][cH:5][c:6]([N:8]([CH3:9])[CH:10]2[CH2:11][CH2:12][CH2:13]2)[n:7]1. Run in CC(=O)C (acetone). Yields the product C(=O)(OC(C)(C)C)N[C@@H](CC(C)C)C=O (BOC-Leucinal). Starting materials: Cl.N[C@@H](CC(C)C)C(=O)O (leucine-HCl), solution, CN(C1=C2C=CC=C(C2=CC=C1)S(=O)(=O)Cl)C (5-dimethylaminonaphthalene-1-sulfonyl chloride), C([O-])(O)=O.[Na+] (sodium bicarbonate). RXN SMILES: Cl.[NH2:2][C@H:3]([C:8]([OH:10])=O)[CH2:4][CH:5]([CH3:7])[CH3:6].CN(C)[C:13]1C=CC=[C:19]2[C:14]=1[CH:15]=CC=C2S(Cl)(=O)=O.[C:28](=O)([OH:30])[O-:29].[Na+]>CC(C)=O>[C:28]([NH:2][C@H:3]([CH:8]=[O:10])[CH2:4][CH:5]([CH3:6])[CH3:7])([O:30][C:14]([CH3:19])([CH3:15])[CH3:13])=[O:29] |f:0.1,3.4|. Reaction conditions: temperature 37 celsius, time 30 minute. Procedure details: This material (130 mg, 0.562 mmol) was dissolved in ethyl acetate (2 ml). The solution was cooled to 0° C., saturated with HCl (g) and stirred 15 min. Evaporation of the solvent in vacuo gave an oil which was repeatedly evaporated in vacuo with ethyl acetate until a white solid precipitated. Filtration gave leucine-HCl (75 mg) which was dried in vacuo at room temperature. This hydrochloride (10 μg, 0.06 μmol) in 100 μl of 0.2 M sodium bicarbonate buffer, pH 9.0, was treated with 100 μl of a 0.02... Reactants: O=C(O)C(F)(F)F, O=C(NCO)c1cccnc1, Sc1ccncc1. The product is O=C(NCSc1ccncc1)c1cccnc1. Reaction SMILES: [OH:19][C:20]([C:21]([F:22])([F:23])[F:24])=[O:25].[OH:8][CH2:9][NH:10][C:11]([c:12]1[cH:13][n:14][cH:15][cH:16][cH:17]1)=[O:18].[SH:1][c:2]1[cH:3][cH:4][n:5][cH:6][cH:7]1>>[S:1]([c:2]1[cH:3][cH:4][n:5][cH:6][cH:7]1)[CH2:9][NH:10][C:11]([c:12]1[cH:13][n:14][cH:15][cH:16][cH:17]1)=[O:18]. The reactants are [OH-].[Na+] (sodium hydroxide), C(C)OC(=O)C=1N=C2C(=NC1OCC)N(N=C2)CC (6-ethoxy-1-ethyl-1H-pyrazolo[3,4-b]-pyrazine-5-carboxylic acid ethyl ester). Solvent: C(C)O (ethanol). Product: C(C)OC1=C(N=C2C(=N1)N(N=C2)CC)C(=O)O (6-ethoxy-1-ethyl-1H-pyrazolo[3,4-b]pyrazine-5-carboxylic acid). The yield is 94.0%. Reaction SMILES: [OH-].[Na+].C([O:5][C:6]([C:8]1[N:9]=[C:10]2[CH:19]=[N:18][N:17]([CH2:20][CH3:21])[C:11]2=[N:12][C:13]=1[O:14][CH2:15][CH3:16])=[O:7])C>C(O)C>[CH2:15]([O:14][C:13]1[N:12]=[C:11]2[N:17]([CH2:20][CH3:21])[N:18]=[CH:19][C:10]2=[N:9][C:8]=1[C:6]([OH:7])=[O:5])[CH3:16] |f:0.1|. Procedure details: 360 ml. of aqueous sodium hydroxide (2.5 N) are added to a solution of 47.5 g. of 6-ethoxy-1-ethyl-1H-pyrazolo[3,4-b]-pyrazine-5-carboxylic acid ethyl ester (0.18 mol.) in 360 ml. of ethanol and stirred at room temperature for 15 hours. After removing the alcohol under vacuum, the aqueous solution is acidified with concentrated hydrochloric acid to give 6-ethoxy-1-ethyl-1H-pyrazolo[3,4-b]pyrazine-5-carboxylic acid in a yield of 94%, m.p. 128°-130°. A sample recrystallized from acetonitrile melts...